This data is from the Open Reaction Database (ORD), a public repository of structured organic reaction records. The task is: describe an organic reaction: reactants, conditions, products, and yield Reactants: Cl (HCl), O1CCOCC1 (dioxane), C(C1=CC=CC=C1)NC1=C(C=CC(=C1)N1CCN(CC1)C)[N+](=O)[O-] (N-Benzyl-5-(4-methylpiperazin-1-yl)-2-nitroaniline). The reagents and catalysts are [Ni] (RaNi). Solvent: CO (MeOH), C1CCOC1 (THF). Run at time 5 hour. Yields the product C(C1=CC=CC=C1)NC=1C(=CC=C(C1)N1CCN(CC1)C)N (1-N-benzyl-5-(4-methylpiperazin-1-yl)benzene-1,2-diamine). RXN SMILES: [CH2:1]([NH:8][C:9]1[CH:14]=[C:13]([N:15]2[CH2:20][CH2:19][N:18]([CH3:21])[CH2:17][CH2:16]2)[CH:12]=[CH:11][C:10]=1[N+:22]([O-])=O)[C:2]1[CH:7]=[CH:6][CH:5]=[CH:4][CH:3]=1.Cl.O1CCOCC1>C1COCC1.CO.[Ni]>[CH2:1]([NH:8][C:9]1[C:10]([NH2:22])=[CH:11][CH:12]=[C:13]([N:15]2[CH2:20][CH2:19][N:18]([CH3:21])[CH2:17][CH2:16]2)[CH:14]=1)[C:2]1[CH:3]=[CH:4][CH:5]=[CH:6][CH:7]=1. Procedure details: N-Benzyl-5-(4-methylpiperazin-1-yl)-2-nitroaniline E-1.1′ (5.000 g; 15.319 mmol) is dissolved in THF (50.000 ml) and filled into a Büchi autoclave. RaNi (500.000 mg) is added and hydrogenated at 6 bar overnight (pressure after 16 h=0.5 bar). The autoclave is filled again with 6 bar H2 and stirred for 5 hours at rt. The reaction mixture is filtered through a plug of celite and HCl in dioxane (4 M, 4.000 ml; 16.000 mmol) is added. The filtrate is concentrated under reduced pressure to give a resid...